From a dataset of the Open Reaction Database (ORD), a public repository of structured organic reaction records. describe an organic reaction: reactants, conditions, products, and yield Reactants: COC=1C(N(CCC1C(CC)=O)CC1=CC=C(C=C1)OC)=O (3-Methoxy-1-(4-methoxybenzyl)-4-propionyl-5,6-dihydro-1H-pyridin-2-one), Cl.Cl.C1(CCCC1)NN (Cyclopentylhydrazine dihydrochloride). Solvent: O1CCCC1 (tetrahydrofuran). Conditions: temperature 88 celsius. Yields the product C1(CCCC1)N1N=C(C2=C1C(N(CC2)CC2=CC=C(C=C2)OC)=O)CC (1-cyclopentyl-3-ethyl-6-(4-methoxybenzyl)-1,4,5,6-tetrahydropyrazolo[3,4-c]pyridin-7-one). Reaction SMILES: CO[C:3]1[C:4](=[O:22])[N:5]([CH2:13][C:14]2[CH:19]=[CH:18][C:17]([O:20][CH3:21])=[CH:16][CH:15]=2)[CH2:6][CH2:7][C:8]=1[C:9](=O)[CH2:10][CH3:11].Cl.Cl.[CH:25]1([NH:30][NH2:31])[CH2:29][CH2:28][CH2:27][CH2:26]1>O1CCCC1>[CH:25]1([N:30]2[C:3]3[C:4](=[O:22])[N:5]([CH2:13][C:14]4[CH:15]=[CH:16][C:17]([O:20][CH3:21])=[CH:18][CH:19]=4)[CH2:6][CH2:7][C:8]=3[C:9]([CH2:10][CH3:11])=[N:31]2)[CH2:29][CH2:28][CH2:27][CH2:26]1 |f:1.2.3|. Procedure: 3-Methoxy-1-(4-methoxybenzyl)-4-propionyl-5,6-dihydro-1H-pyridin-2-one (14.471 kg, 47.76 moles) was dissolved in tetrahydrofuran (10.5 gal, 39.7 L) in a clean and dry 100 gallon tank. Cyclopentylhydrazine dihydrochloride (7.664 kg, 44.3 moles) was added and the reaction mixture warmed slowly to 88° C. while nitrogen was swept over the reaction to remove methanol, THF, and HCl. The reaction was monitored by HPLC until the conversion was complete which required heating overnight in most cases. The... Starting materials: [Br-].C(=O)(O)CCCCCCC[P+](C1=CC=CC=C1)(C1=CC=CC=C1)C1=CC=CC=C1 (7-carboxyheptyltriphenylphosphonium bromide), C(\C=C\CCC)=O (2-trans-hexenal). Solvent: hexamethylphosphoric triamide (HMPA)-THF. Product: C(CCCCCCC=CC=CCCC)(=O)O (8,10-Tetradecandienoic acid). Isolated yield 43.9%. Reaction SMILES: [Br-].[C:2]([CH2:5][CH2:6][CH2:7][CH2:8][CH2:9][CH2:10][CH2:11][P+](C1C=CC=CC=1)(C1C=CC=CC=1)C1C=CC=CC=1)([OH:4])=[O:3].[CH:31](=O)/[CH:32]=[CH:33]/[CH2:34][CH2:35][CH3:36]>>[C:2]([OH:4])(=[O:3])[CH2:5][CH2:6][CH2:7][CH2:8][CH2:9][CH2:10][CH:11]=[CH:31][CH:32]=[CH:33][CH2:34][CH2:35][CH3:36] |f:0.1|. Reported procedure: This compound was synthesized from 7-carboxyheptyltriphenylphosphonium bromide (9.71 g, 20 mmol) and 2-trans-hexenal (1.96 g, 20 mmol) in 10% hexamethylphosphoric triamide (HMPA)-THF (100 mL) by a Wittig reaction. Kugelrohr distillation yielded the product (1.97 g, 44%) as a yellow oil (bp 123-126° C./0.01 torr). IR: 3450-2500, 1720 cm-1 ; 1H-NMR: 0.95 (t, 3H), 1.35 (m, 8H), 1.62 m, 2H), 2.05 (m, 4H), 2.32 (t, 2H), 5.23 (m, 1H), 5.60 (m, 1H), 5.90 (m, 1H), 6.05 (m, 1H), 10.50 (bs, 1H). Anal. Cal... Starting materials: BrC=1C(=CC2=C(C3=NC(=CN3CCO2)C=2N(N=C(N2)C)C(C)C)C1)F (9-bromo-8-fluoro-2-(2-isopropyl-5-methyl-2H-[1,2,4]triazol-3-yl)-4,5-dihydro-6-oxa-1,3a-diazabenzo[e]azulene), COC(C(C)(C)N1CCC(CC1)S)=O (2-(4-mercaptopiperidin-1-yl)-2-methylpropionic acid methyl ester), CC1(C2=C(C(=CC=C2)P(C3=CC=CC=C3)C4=CC=CC=C4)OC5=C(C=CC=C51)P(C6=CC=CC=C6)C7=CC=CC=C7)C (XantPhos), CCN(C(C)C)C(C)C (DIPEA). The reagents and catalysts are C=1C=CC(=CC1)/C=C/C(=O)/C=C/C2=CC=CC=C2.C=1C=CC(=CC1)/C=C/C(=O)/C=C/C2=CC=CC=C2.C=1C=CC(=CC1)/C=C/C(=O)/C=C/C2=CC=CC=C2.[Pd].[Pd] (Pd2(dba)3). Solvent: O1CCOCC1 (dioxane), C(Cl)Cl (DCM). Conditions: temperature 120 celsius. Product: COC(C(C)(C)N1CCC(CC1)SC=1C(=CC2=C(C3=NC(=CN3CCO2)C=2N(N=C(N2)C)C(C)C)C1)F)=O (2-{4-[8-Fluoro-2-(2-isopropyl-5-methyl-2H-[1,2,4]triazol-3-yl)-4,5-dihydro-6-oxa-1,3a-diazabenzo[e]azulen-9-ylsulfanyl]piperidin-1-yl}-2-methylpropionic acid methyl ester). As a reaction SMILES: Br[C:2]1[C:3]([F:25])=[CH:4][C:5]2[O:14][CH2:13][CH2:12][N:11]3[C:7](=[N:8][C:9]([C:15]4[N:16]([CH:21]([CH3:23])[CH3:22])[N:17]=[C:18]([CH3:20])[N:19]=4)=[CH:10]3)[C:6]=2[CH:24]=1.[CH3:26][O:27][C:28](=[O:39])[C:29]([N:32]1[CH2:37][CH2:36][CH:35]([SH:38])[CH2:34][CH2:33]1)([CH3:31])[CH3:30].CC1(C)C2C(=C(P(C3C=CC=CC=3)C3C=CC=CC=3)C=CC=2)OC2C(P(C3C=CC=CC=3)C3C=CC=CC=3)=CC=CC1=2.CCN(C(C)C)C(C)C>O1CCOCC1.C(Cl)Cl.C1C=CC(/C=C/C(/C=C/C2C=CC=CC=2)=O)=CC=1.C1C=CC(/C=C/C(/C=C/C2C=CC=CC=2)=O)=CC=1.C1C=CC(/C=C/C(/C=C/C2C=CC=CC=2)=O)=CC=1.[Pd].[Pd]>[CH3:26][O:27][C:28](=[O:39])[C:29]([N:32]1[CH2:33][CH2:34][CH:35]([S:38][C:2]2[C:3]([F:25])=[CH:4][C:5]3[O:14][CH2:13][CH2:12][N:11]4[C:7](=[N:8][C:9]([C:15]5[N:16]([CH:21]([CH3:23])[CH3:22])[N:17]=[C:18]([CH3:20])[N:19]=5)=[CH:10]4)[C:6]=3[CH:24]=2)[CH2:36][CH2:37]1)([CH3:31])[CH3:30] |f:6.7.8.9.10|. Procedure details: A mixture of 9-bromo-8-fluoro-2-(2-isopropyl-5-methyl-2H-[1,2,4]triazol-3-yl)-4,5-dihydro-6-oxa-1,3a-diazabenzo[e]azulene (320 mg, 0.788 mmol), 2-(4-mercaptopiperidin-1-yl)-2-methylpropionic acid methyl ester (257 mg, 1.18 mmol), Pd2(dba)3 (36 mg, 0.039 mmol, mol %), XantPhos (46 mg, 0.079 mmol, 10 mol %) and DIPEA (0.55 mL, 3.15 mmol) in dioxane (10 mL) was purged with nitrogen and then heated at 120° C. for 2 h using microwave irradiation. The crude reaction mixture was diluted with DCM (150 m... Product: COC=1C=C2C(=CNC2=CC1)C=1CCNCC1 (5-methoxy-3-(1,2,3,6-tetrahydropyridin-4-yl)-1H-indole). Reaction SMILES: Cl.O.[NH:3]1[CH2:8][CH2:7][C:6](=O)[CH2:5][CH2:4]1.[CH3:10][O:11][C:12]1[CH:13]=[C:14]2[C:18](=[CH:19][CH:20]=1)[NH:17][CH:16]=[CH:15]2.[OH-].[NH4+]>C(O)(=O)C>[CH3:10][O:11][C:12]1[CH:13]=[C:14]2[C:18](=[CH:19][CH:20]=1)[NH:17][CH:16]=[C:15]2[C:6]1[CH2:5][CH2:4][NH:3][CH2:8][CH:7]=1 |f:1.2,4.5|. The solvent is C(C)(=O)O (acetic acid). Reaction conditions: time 30 minute. Procedure: 44 g of the hydrochloride of 4-piperidone monohydrate were added at 100° C. to a solution of 12.6 g of 5-methoxy-indole in 240 ml of acetic acid and the mixture was held at 100° C. for 30 minutes and was then cooled and poured into ice water containing 400 ml of concentrated ammonium hydroxide solution. The mixture was extracted with ethyl acetate and the organic phase was washed with aqueous sodium chloride solution, was dried over magnesium sulfate and was evaporated to dryness to obtain 20 g ... Starting materials: Cl (hydrochloride), O.N1CCC(CC1)=O (4-piperidone monohydrate), COC=1C=C2C=CNC2=CC1 (5-methoxy-indole), ice water, [OH-].[NH4+] (ammonium hydroxide). The reactants are ClC1=CC(=NC=C1)C1=C(SC=C1)C=O (3-(4-chloro-pyridin-2-yl)-thiophene-2-carbaldehyde), [BH4-].[Na+] (NaBH4), O (water). Solvent: CCO (EtOH). Reaction conditions: time 8 hour. Yields the product ClC1=CC(=NC=C1)C1=C(SC=C1)CO ([3-(4-chloro-pyridin-2-yl)-thiophen-2-yl]-methanol). Reaction SMILES: [Cl:1][C:2]1[CH:7]=[CH:6][N:5]=[C:4]([C:8]2[CH:12]=[CH:11][S:10][C:9]=2[CH:13]=[O:14])[CH:3]=1.[BH4-].[Na+].O>CCO>[Cl:1][C:2]1[CH:7]=[CH:6][N:5]=[C:4]([C:8]2[CH:12]=[CH:11][S:10][C:9]=2[CH2:13][OH:14])[CH:3]=1 |f:1.2|. Reported procedure: To a solution of 3-(4-chloro-pyridin-2-yl)-thiophene-2-carbaldehyde (30 mg, 0.13 mmol) in EtOH (1 mL) was added NaBH4 (50 mg, 1.3 mmol) at 0° C. The resulting mixture was stirred at room temperature overnight, then was poured into water and extracted with CH2Cl2. The organic layer was dried and concentrated to yield [3-(4-chloro-pyridin-2-yl)-thiophen-2-yl]-methanol as an oil.